Task: describe an organic reaction: reactants, conditions, products, and yield. Dataset: the Open Reaction Database (ORD), a public repository of structured organic reaction records Starting materials: Cc1ccccc1, CCOC(C)=O, CC1(C)C2CCC1(CS(=O)(=O)O)C(=O)C2, CC1(O)CCCc2c1cc1c3c(cccc23)CC1. Product: CC1=CCCc2c1cc1c3c(cccc23)CC1. As a reaction SMILES: [CH3:34][c:35]1[cH:36][cH:37][cH:38][cH:39][cH:40]1.[CH3:41][CH2:42][O:43][C:44](=[O:45])[CH3:46].[O:19]=[S:20](=[O:21])([OH:22])[CH2:23][C:24]12[CH2:25][CH2:26][CH:27]([C:28]1([CH3:29])[CH3:30])[CH2:31][C:32]2=[O:33].[OH:1][C:2]1([CH3:18])[c:3]2[cH:4][c:5]3[c:17]4[c:8]([cH:9][cH:10][cH:11][c:12]4[c:13]2[CH2:14][CH2:15][CH2:16]1)[CH2:7][CH2:6]3>>[C:2]1([CH3:18])=[CH:16][CH2:15][CH2:14][c:13]2[c:3]1[cH:4][c:5]1[c:17]3[c:8]([cH:9][cH:10][cH:11][c:12]23)[CH2:7][CH2:6]1. The reactants are O=C(O)Cc1ccc(O)c(Br)c1, CO, O=S(Cl)Cl. Yields the product COC(=O)Cc1ccc(O)c(Br)c1. Reaction SMILES: [Br:1][c:2]1[cH:3][c:4]([CH2:9][C:10](=[O:11])[OH:12])[cH:5][cH:6][c:7]1[OH:8].[CH3:17][OH:18].[S:13]([Cl:14])([Cl:15])=[O:16]>>[Br:1][c:2]1[cH:3][c:4]([CH2:9][C:10]([O:11][CH3:17])=[O:12])[cH:5][cH:6][c:7]1[OH:8]. Starting materials: OC=1C=C(C(=O)OCC2=CC=C(C=C2)OC)C=CC1 (4-methoxybenzyl 3-hydroxybenzoate), C(C1=CC=CC=C1)OC(=O)N[C@@H](C(C)C)C(=O)O (N-benzyloxycarbonyl-L-valine), C1(CCCCC1)N=C=NC1CCCCC1 (dicyclohexyl-carbodiimide). Reagents/catalysts: CN(C1=CC=NC=C1)C (4-dimethylaminopyridine). Run in ClCCl (dichloromethane). Reaction conditions: time 2 day. Yields the product C(C1=CC=CC=C1)OC(=O)N[C@@H](C(C)C)C(=O)OC=1C=C(C(=O)OCC2=CC=C(C=C2)OC)C=CC1 (4-Methoxybenzyl 3-(N-benzyloxycarbonyl-L-valyloxy)benzoate). As a reaction SMILES: [OH:1][C:2]1[CH:3]=[C:4]([CH:17]=[CH:18][CH:19]=1)[C:5]([O:7][CH2:8][C:9]1[CH:14]=[CH:13][C:12]([O:15][CH3:16])=[CH:11][CH:10]=1)=[O:6].[CH2:20]([O:27][C:28]([NH:30][C@H:31]([C:35](O)=[O:36])[CH:32]([CH3:34])[CH3:33])=[O:29])[C:21]1[CH:26]=[CH:25][CH:24]=[CH:23][CH:22]=1.C1(N=C=NC2CCCCC2)CCCCC1>CN(C)C1C=CN=CC=1.ClCCl>[CH2:20]([O:27][C:28]([NH:30][C@H:31]([C:35]([O:1][C:2]1[CH:3]=[C:4]([CH:17]=[CH:18][CH:19]=1)[C:5]([O:7][CH2:8][C:9]1[CH:14]=[CH:13][C:12]([O:15][CH3:16])=[CH:11][CH:10]=1)=[O:6])=[O:36])[CH:32]([CH3:34])[CH3:33])=[O:29])[C:21]1[CH:26]=[CH:25][CH:24]=[CH:23][CH:22]=1. Reported procedure: To a cooled solution or 4-methoxybenzyl 3-hydroxybenzoate (7.7g, 29.8 mmole), 4-dimethylaminopyridine (0.73g, 6 mmole) and N-benzyloxycarbonyl-L-valine (8.3 g, 33 mmole) in 100 ml dichloromethane was added dicyclohexyl-carbodiimide (7.22 g, 35 mmole) and the mixture was stirred for 2 days at room temperature. The mixture was cooled and the urethane was filtered. The solution was evaporated and ethyl acetate (250 ml) was added. The organic phase was washed twice with 5% acetic acid; 5% sodium hyd... The reactants are COCCCCC(=O)Cl, CC1(C)OC(=O)CC(=O)O1, CN(C)c1ccncc1, ClCCl. Reaction SMILES: [CH3:11][O:12][CH2:13][CH2:14][CH2:15][CH2:16][C:17](=[O:18])[Cl:19].[CH3:1][C:2]1([CH3:10])[O:3][C:4](=[O:9])[CH2:5][C:6](=[O:8])[O:7]1.[CH3:20][N:21]([CH3:22])[c:23]1[cH:24][cH:25][n:26][cH:27][cH:28]1.[Cl:29][CH2:30][Cl:31]>>[CH3:1][C:2]1([CH3:10])[O:3][C:4](=[O:9])[CH:5]([C:17]([CH2:16][CH2:15][CH2:14][CH2:13][O:12][CH3:11])=[O:18])[C:6](=[O:8])[O:7]1. Product: COCCCCC(=O)C1C(=O)OC(C)(C)OC1=O.